From a dataset of the Open Reaction Database (ORD), a public repository of structured organic reaction records. describe an organic reaction: reactants, conditions, products, and yield The reactants are COC(C[C@@H]1COC2=C1C=CC(=C2)O[C@@H]2CCC1=C(C=CC(=C21)F)B2OC(C(O2)(C)C)(C)C)=O ({(S)-6-[(R)-7-fluoro-4-(4,4,5,5-tetramethyl-[1,3,2]dioxaborolan-2-yl)-indan-1-yloxy]-2,3-dihydro-benzofuran-3-yl}-acetic acid methyl ester), BrC1=C(C=C(C=C1C)C1=NC=CN=C1)C (2-(4-bromo-3,5-dimethyl-phenyl)-pyrazine), BrC1=C2CC[C@H](C2=C(C=C1)F)OC1=CC2=C([C@@H](CO2)CC(=O)OC)C=C1 (Methyl 2-((S)-6-((R)-4-bromo-7-fluoro-2,3-dihydro-1H-inden-1-yloxy)-2,3-dihydrobenzofuran-3-yl)acetate). The product is COC(C[C@@H]1COC2=C1C=CC(=C2)O[C@@H]2CCC1=C(C=CC(=C21)F)C2=C(C=C(C=C2C)C2=NC=CN=C2)C)=O ({(S)-6-[(R)-4-(2,6-Dimethyl-4-pyrazin-2-yl-phenyl)-7-fluoro-indan-1-yloxy]-2,3-dihydro-benzofuran-3-yl}-acetic acid methyl ester). Reaction SMILES: [CH3:1][O:2][C:3](=[O:34])[CH2:4][C@H:5]1[C:9]2[CH:10]=[CH:11][C:12]([O:14][C@H:15]3[C:23]4[C:18](=[C:19](B5OC(C)(C)C(C)(C)O5)[CH:20]=[CH:21][C:22]=4[F:24])[CH2:17][CH2:16]3)=[CH:13][C:8]=2[O:7][CH2:6]1.Br[C:36]1[C:41]([CH3:42])=[CH:40][C:39]([C:43]2[CH:48]=[N:47][CH:46]=[CH:45][N:44]=2)=[CH:38][C:37]=1[CH3:49].BrC1C=CC(F)=C2C=1CC[C@H]2OC1C=CC2[C@H](CC(OC)=O)COC=2C=1>>[CH3:1][O:2][C:3](=[O:34])[CH2:4][C@H:5]1[C:9]2[CH:10]=[CH:11][C:12]([O:14][C@H:15]3[C:23]4[C:18](=[C:19]([C:36]5[C:37]([CH3:49])=[CH:38][C:39]([C:43]6[CH:48]=[N:47][CH:46]=[CH:45][N:44]=6)=[CH:40][C:41]=5[CH3:42])[CH:20]=[CH:21][C:22]=4[F:24])[CH2:17][CH2:16]3)=[CH:13][C:8]=2[O:7][CH2:6]1. Reported procedure: The title compound is prepared from {(S)-6-[(R)-7-fluoro-4-(4,4,5,5-tetramethyl-[1,3,2]dioxaborolan-2-yl)-indan-1-yloxy]-2,3-dihydro-benzofuran-3-yl}-acetic acid methyl ester and 2-(4-bromo-3,5-dimethyl-phenyl)-pyrazine following a procedure analogous to that described in Step 5 of Intermediate 1. LC (method 9): tR=1.31 min; Mass spectrum (ESI+): m/z=525 [M+H]+. Starting materials: ClC=1C=CC(=C(C(=O)OC)C1)F (methyl 5-chloro-2-fluorobenzoate), C1=C(C=CC=C1O)C (m-cresol). Yields the product ClC=1C=CC(=C(C(=O)OC)C1)OC1=CC(=CC=C1)C (Methyl 5-chloro-2-(3-methylphenoxy)benzoate). As a reaction SMILES: [Cl:1][C:2]1[CH:3]=[CH:4][C:5](F)=[C:6]([CH:11]=1)[C:7]([O:9][CH3:10])=[O:8].[CH:13]1[C:18]([OH:19])=[CH:17][CH:16]=[CH:15][C:14]=1[CH3:20]>>[Cl:1][C:2]1[CH:3]=[CH:4][C:5]([O:19][C:18]2[CH:17]=[CH:16][CH:15]=[C:14]([CH3:20])[CH:13]=2)=[C:6]([CH:11]=1)[C:7]([O:9][CH3:10])=[O:8]. Procedure details: The title compound was prepared according to the procedure described in step 1 of Example 67 from methyl 5-chloro-2-fluorobenzoate and m-cresol: 1H-NMR (CDCl3) δ 7.89 (1H, d, J=2.8 Hz), 7.40 (1H, dd, J=8.8, 2.8 Hz), 7.21 (1H, t, J=7.9 Hz), 6.96–6.87 (2H, m), 6.81–6.72 (2H, m), 3.83 (3H, s), 2.83 (3H, s). Starting materials: COCCO, ClCCl, Cc1cc(-c2cc(F)c3nnc(COc4ccnc5cc(O)ccc45)n3c2)on1, CCOC(=O)N=NC(=O)OCC, c1ccc(P(c2ccccc2)c2ccccc2)cc1. The product is COCCOc1ccc2c(OCc3nnc4c(F)cc(-c5cc(C)no5)cn34)ccnc2c1. Reaction SMILES: [CH3:49][O:50][CH2:51][CH2:52][OH:53].[Cl:54][CH2:55][Cl:56].[F:1][c:2]1[c:3]2[n:4]([cH:5][c:6](-[c:8]3[cH:9][c:10]([CH3:13])[n:11][o:12]3)[cH:7]1)[c:14]([CH2:17][O:18][c:19]1[cH:20][cH:21][n:22][c:23]3[cH:24][c:25]([OH:29])[cH:26][cH:27][c:28]13)[n:15][n:16]2.[O:57]=[C:58]([O:59][CH2:60][CH3:61])[N:62]=[N:63][C:64]([O:65][CH2:66][CH3:67])=[O:68].[c:30]1([P:31]([c:32]2[cH:33][cH:34][cH:35][cH:36][cH:37]2)[c:38]2[cH:39][cH:40][cH:41][cH:42][cH:43]2)[cH:44][cH:45][cH:46][cH:47][cH:48]1>>[F:1][c:2]1[c:3]2[n:4]([cH:5][c:6](-[c:8]3[cH:9][c:10]([CH3:13])[n:11][o:12]3)[cH:7]1)[c:14]([CH2:17][O:18][c:19]1[cH:20][cH:21][n:22][c:23]3[cH:24][c:25]([O:29][CH2:52][CH2:51][O:50][CH3:49])[cH:26][cH:27][c:28]13)[n:15][n:16]2. The reactants are CC(C)(C)S(=O)N=Cc1ncc(Br)cc1F, C[Mg]Cl, ClCCl, O. Product: CC(NS(=O)C(C)(C)C)c1ncc(Br)cc1F. As a reaction SMILES: [Br:1][c:2]1[cH:3][c:4]([F:16])[c:5]([CH:8]=[N:9][S:10](=[O:11])[C:12]([CH3:13])([CH3:14])[CH3:15])[n:6][cH:7]1.[CH3:17][Mg:18][Cl:19].[Cl:21][CH2:22][Cl:23].[OH2:20]>>[Br:1][c:2]1[cH:3][c:4]([F:16])[c:5]([CH:8]([NH:9][S:10](=[O:11])[C:12]([CH3:13])([CH3:14])[CH3:15])[CH3:17])[n:6][cH:7]1. Reactants: O1C2CCC=3C=CC(=CC3C21C)C(=O)O (5,6-dihydro-7,8-epoxy-8-methyl-2-naphthalenecarboxylic acid), [K].N1C=NC=C1 (imidazole potassium salt), N1C=NC=C1 (imidazole), [K] (potassium). Solvent: CN(C)C=O (DMF), CN(C)C=O (DMF). Reaction conditions: temperature 130 celsius. Yields the product OC1(C(CCC=2C=CC(=CC12)C(=O)O)N1C=NC=C1)C (5,6,7,8-tetrahydro-8-hydroxy-8-methyl-7-(1H-imidazol-1-yl)-2-naphthalenecarboxylic acid). RXN SMILES: [O:1]1[C:11]2([CH3:12])[CH:2]1[CH2:3][CH2:4][C:5]1[CH:6]=[CH:7][C:8]([C:13]([OH:15])=[O:14])=[CH:9][C:10]=12.[K].[NH:17]1[CH:21]=[CH:20][N:19]=[CH:18]1.N1C=CN=C1.[K]>CN(C=O)C>[OH:1][C:11]1([CH3:12])[C:10]2[CH:9]=[C:8]([C:13]([OH:15])=[O:14])[CH:7]=[CH:6][C:5]=2[CH2:4][CH2:3][CH:2]1[N:17]1[CH:21]=[CH:20][N:19]=[CH:18]1 |f:1.2,^1:15,26|. Procedure: A solution of 1.9 g of 5,6-dihydro-7,8-epoxy-8-methyl-2-naphthalenecarboxylic acid (prepared by epoxidation of 5,6-dihydro-8-methyl-2-naphthalenecarboxylic acid, m.p. 150°-153° C.) in anhydrous DMF is added to a solution of imidazole potassium salt, prepared from prepared from 3.16 g of imidazole and 1.81 g of potassium, in anhydrous DMF (100 ml) and heated at 130° C., with vigorous stirring, for 6 hours. The solvent is evaporated under reduced pressure and the residue is taken up with water and...